Dataset: the Open Reaction Database (ORD), a public repository of structured organic reaction records. Task: describe an organic reaction: reactants, conditions, products, and yield Reactants: CCN=C=NCCCN(C)C, COc1cc2nccc(Oc3ccc(N)cc3)c2cc1OC, CN(C)C=O, Cl, O=C(O)c1ccccn1. The product is COc1cc2nccc(Oc3ccc(NC(=O)c4ccccn4)cc3)c2cc1OC. As a reaction SMILES: [CH2:33]([N:34]=[C:35]=[N:36][CH2:37][CH2:38][CH2:39][N:40]([CH3:41])[CH3:42])[CH3:43].[CH3:1][O:2][c:3]1[cH:4][c:5]2[c:6]([O:15][c:16]3[cH:17][cH:18][c:19]([NH2:22])[cH:20][cH:21]3)[cH:7][cH:8][n:9][c:10]2[cH:11][c:12]1[O:13][CH3:14].[CH3:44][N:45]([CH3:46])[CH:47]=[O:48].[ClH:32].[OH:23][C:24](=[O:25])[c:26]1[cH:27][cH:28][cH:29][cH:30][n:31]1>>[CH3:1][O:2][c:3]1[cH:4][c:5]2[c:6]([O:15][c:16]3[cH:17][cH:18][c:19]([NH:22][C:24](=[O:23])[c:26]4[cH:27][cH:28][cH:29][cH:30][n:31]4)[cH:20][cH:21]3)[cH:7][cH:8][n:9][c:10]2[cH:11][c:12]1[O:13][CH3:14]. The reactants are OCC1=CN=CN1C1C(OC(C2=CC=CC=C12)=O)(C)C (4-(5-hydroxymethyl-imidazol-1-yl)-3,3-dimethyl-isochroman-1-one). The reagents and catalysts are [O-2].[O-2].[Mn+4] (manganese dioxide). The solvent is O1CCOCC1 (dioxane). Run at temperature 60 celsius. Product: CC1(OC(C2=CC=CC=C2C1N1C=NC=C1C=O)=O)C (3-(3,3-dimethyl-1-oxo-isochroman-4-yl)-3H-imidazole-4-carbaldehyde). Reaction SMILES: [OH:1][CH2:2][C:3]1[N:7]([CH:8]2[C:17]3[C:12](=[CH:13][CH:14]=[CH:15][CH:16]=3)[C:11](=[O:18])[O:10][C:9]2([CH3:20])[CH3:19])[CH:6]=[N:5][CH:4]=1>O1CCOCC1.[O-2].[O-2].[Mn+4]>[CH3:19][C:9]1([CH3:20])[CH:8]([N:7]2[C:3]([CH:2]=[O:1])=[CH:4][N:5]=[CH:6]2)[C:17]2[C:12](=[CH:13][CH:14]=[CH:15][CH:16]=2)[C:11](=[O:18])[O:10]1 |f:2.3.4|. Reported procedure: To a solution of 4-(5-hydroxymethyl-imidazol-1-yl)-3,3-dimethyl-isochroman-1-one (0.500 g, 1.84 mmol) (Example 6d) in dioxane (10 mL) is added manganese dioxide (2.4 g, 27.6 mmol) and the reaction mixture is heated to 60° C. overnight. Filtration through celite and concentration in vacuo afforded 3-(3,3-dimethyl-1-oxo-isochroman-4-yl)-3H-imidazole-4-carbaldehyde, which is used in the next step without further purification; MS (ESI) m/z 271.1 (M+H).